This data is from the Open Reaction Database (ORD), a public repository of structured organic reaction records. The task is: describe an organic reaction: reactants, conditions, products, and yield Reactants: ClC(Cl)Cl, O=C(O)C12CC3CC1CC(c1ccc([N+](=O)[O-])cc1)(C3)C2, [N-]=[N+]=[N-], [Na+], O, O=S(=O)(O)O. Yields the product NC12CC3CC1CC(c1ccc([N+](=O)[O-])cc1)(C3)C2. RXN SMILES: [Cl:31][CH:32]([Cl:33])[Cl:34].[N+:1](=[O:2])([O-:3])[c:4]1[cH:5][cH:6][c:7]([C:10]23[CH2:11][C:12]4([C:19]([OH:20])=[O:21])[CH2:13][CH:14]([CH2:15][CH:16]4[CH2:17]2)[CH2:18]3)[cH:8][cH:9]1.[N-:27]=[N+:28]=[N-:29].[Na+:30].[OH2:35].[S:22](=[O:23])(=[O:24])([OH:25])[OH:26]>>[N+:1](=[O:2])([O-:3])[c:4]1[cH:5][cH:6][c:7]([C:10]23[CH2:11][C:12]4([NH2:27])[CH2:13][CH:14]([CH2:15][CH:16]4[CH2:17]2)[CH2:18]3)[cH:8][cH:9]1. RXN SMILES: O1C=C(CN)N=C1.[CH3:8][C:9]1[O:13][N:12]=[C:11]([CH2:14][NH2:15])[CH:10]=1.[F:16][C:17]1[CH:38]=[CH:37][C:20]([CH2:21][N:22]2[CH2:26][CH2:25][N:24]([C:27]3[CH:28]=[C:29]([CH:33]=[CH:34][N:35]=3)[C:30](O)=[O:31])[C:23]2=[O:36])=[CH:19][CH:18]=1>>[F:16][C:17]1[CH:18]=[CH:19][C:20]([CH2:21][N:22]2[CH2:26][CH2:25][N:24]([C:27]3[CH:28]=[C:29]([CH:33]=[CH:34][N:35]=3)[C:30]([NH:15][CH2:14][C:11]3[CH:10]=[C:9]([CH3:8])[O:13][N:12]=3)=[O:31])[C:23]2=[O:36])=[CH:37][CH:38]=1. Procedure details: Following the procedure as described in Example 14, making variations as required to replace oxazol-4-ylmethanamine with (5-methylisoxazol-3-yl)methanamine to react with 2-(3-(4-fluorobenzyl)-2-oxoimidazolidin-1-yl)isonicotinic acid, 2-(3-(4-fluorobenzyl)-2-oxoimidazolidin-1-yl)-N-((5-methylisoxazol-3-yl)methyl)isonicotinamide was obtained as a colorless solid in 55% yield: mp 153-155° C.; 1H NMR (300 MHz, CDCl3) δ 8.59 (s, 1H), 8.35 (d, J=5.1 Hz, 1H), 7.37-7.35 (m, 1H), 7.28-7.23 (m, 2H), 7.07-... Reactants: O1C=NC(=C1)CN (oxazol-4-ylmethanamine), CC1=CC(=NO1)CN ((5-methylisoxazol-3-yl)methanamine), FC1=CC=C(CN2C(N(CC2)C=2C=C(C(=O)O)C=CN2)=O)C=C1 (2-(3-(4-fluorobenzyl)-2-oxoimidazolidin-1-yl)isonicotinic acid). Yield: 55.0%. Product: FC1=CC=C(CN2C(N(CC2)C=2C=C(C(=O)NCC3=NOC(=C3)C)C=CN2)=O)C=C1 (2-(3-(4-fluorobenzyl)-2-oxoimidazolidin-1-yl)-N-((5-methylisoxazol-3-yl)methyl)isonicotinamide). The product is C(C)(C)(C)N1N=CC(=C1C1=CC=C(C=C1)F)C=1SC=C(N1)CC(=O)NCC1(CCOCC1)CO (2-{2-[1-tert-butyl-5-(4-fluorophenyl)-1H-pyrazol-4-yl]-1,3-thiazol-4-yl}-N-{[4-(hydroxymethyl)tetrahydro-2H-pyran-4-yl]methyl}acetamide). Reported procedure: Using 2-(2-(1-tert-butyl-5-(4-fluorophenyl)-1H-pyrazol-4-yl)thiazol-4-yl)acetic acid and [4-(aminomethyl)tetrahydro-2H-pyran-4-yl]methanol and by reaction and purification in the same manner as in the method described in Example 1, step 7, the title compound was obtained. Reaction SMILES: [C:1]([N:5]1[C:9]([C:10]2[CH:15]=[CH:14][C:13]([F:16])=[CH:12][CH:11]=2)=[C:8]([C:17]2[S:18][CH:19]=[C:20]([CH2:22][C:23]([OH:25])=O)[N:21]=2)[CH:7]=[N:6]1)([CH3:4])([CH3:3])[CH3:2].[NH2:26][CH2:27][C:28]1([CH2:34][OH:35])[CH2:33][CH2:32][O:31][CH2:30][CH2:29]1>>[C:1]([N:5]1[C:9]([C:10]2[CH:15]=[CH:14][C:13]([F:16])=[CH:12][CH:11]=2)=[C:8]([C:17]2[S:18][CH:19]=[C:20]([CH2:22][C:23]([NH:26][CH2:27][C:28]3([CH2:34][OH:35])[CH2:33][CH2:32][O:31][CH2:30][CH2:29]3)=[O:25])[N:21]=2)[CH:7]=[N:6]1)([CH3:2])([CH3:3])[CH3:4]. The reactants are C(C)(C)(C)N1N=CC(=C1C1=CC=C(C=C1)F)C=1SC=C(N1)CC(=O)O (2-(2-(1-tert-butyl-5-(4-fluorophenyl)-1H-pyrazol-4-yl)thiazol-4-yl)acetic acid), NCC1(CCOCC1)CO ([4-(aminomethyl)tetrahydro-2H-pyran-4-yl]methanol). Reactants: C(C1=CC=CC=C1)OC(N[C@@H](CN)CC1=CC=CC=C1)=O (Benzyl-[(1R)-2-amino-1-benzylethyl]carbamate), C(=O)(OC(C)(C)C)N[C@H](C)C(=O)O (N—BOC-D-alanine), Cl.CN(CCCN=C=NCC)C (1-(3-dimethylaminopropyl)-3-ethyl-carbodiimide hydrochloride salt), O.ON1N=NC2=C1C=CC=C2 (1-hydroxybenzotriazole monohydrate), CN1CCOCC1 (N-methylmorpholine). The solvent is CN(C)C=O (DMF), C(C)(=O)OCC (ethyl acetate). The product is C(C)(C)(C)OC(=O)N[C@@H](CNC([C@@H](C)NC(OCC1=CC=CC=C1)=O)=O)CC1=CC=CC=C1 (Benzyl [(1R)-2-({(2R)-2-[(tert-butoxycarbonyl)amino]-3-phenylpropyl}amino)-1-methyl-2-oxoethyl]carbamate). Yield: 104.5%. As a reaction SMILES: [CH2:1]([O:8][C:9](=[O:21])[NH:10][C@H:11]([CH2:14]C1C=CC=CC=1)[CH2:12][NH2:13])[C:2]1[CH:7]=[CH:6][CH:5]=[CH:4][CH:3]=1.[C:22]([NH:29][C@@H:30]([C:32](O)=O)[CH3:31])([O:24][C:25]([CH3:28])([CH3:27])[CH3:26])=[O:23].Cl.CN(C)CCCN=C=NCC.O.ON1[C:53]2[CH:54]=[CH:55][CH:56]=[CH:57][C:52]=2N=N1.CN1CC[O:62]CC1>CN(C=O)C.C(OCC)(=O)C>[C:25]([O:24][C:22]([NH:29][C@H:30]([CH2:31][C:52]1[CH:57]=[CH:56][CH:55]=[CH:54][CH:53]=1)[CH2:32][NH:13][C:12](=[O:62])[C@H:11]([NH:10][C:9](=[O:21])[O:8][CH2:1][C:2]1[CH:3]=[CH:4][CH:5]=[CH:6][CH:7]=1)[CH3:14])=[O:23])([CH3:26])([CH3:27])[CH3:28] |f:2.3,4.5|. Reported procedure: Benzyl-[(1R)-2-amino-1-benzylethyl]carbamate (described in J. Med. Chem., 2010, p 106; 200 mg, 0.71 mmol) and N—BOC-D-alanine (134 mg, 0.71 mmol) were added to a stirred solution of 1-(3-dimethylaminopropyl)-3-ethyl-carbodiimide hydrochloride salt (163 mg, 0.85 mmol), 1-hydroxybenzotriazole monohydrate (115 mg, 0.75 mmol) and N-methylmorpholine (72 mg, 0.71 mmol) in DMF (3 mL) at room temperature under a nitrogen atmosphere. After 16 h the mixture was treated with 8 mL of ethyl acetate (creating... Reactants: CCOC(C)=O, CC1CN(C(=O)c2sc3cc(O)c(O)cc3c2Cl)CC(C)O1, ClCCl, O=[N+]([O-])O. The product is CC1CN(C(=O)c2sc3c([N+](=O)[O-])c(O)c(O)cc3c2Cl)CC(C)O1. RXN SMILES: [CH3:27][CH2:28][O:29][C:30](=[O:31])[CH3:32].[Cl:1][c:2]1[c:3]2[c:4]([s:5][c:6]1[C:7](=[O:8])[N:9]1[CH2:10][CH:11]([CH3:16])[O:12][CH:13]([CH3:15])[CH2:14]1)[cH:17][c:18]([OH:22])[c:19]([OH:21])[cH:20]2.[Cl:33][CH2:34][Cl:35].[OH:23][N+:24]([O-:25])=[O:26]>>[Cl:1][c:2]1[c:3]2[c:4]([s:5][c:6]1[C:7](=[O:8])[N:9]1[CH2:10][CH:11]([CH3:16])[O:12][CH:13]([CH3:15])[CH2:14]1)[c:17]([N+:24](=[O:23])[O-:25])[c:18]([OH:22])[c:19]([OH:21])[cH:20]2. The reactants are C1=CC=CC=2NC3=C(C=CC21)C=CC=C3 (5H-dibenz[b,f]azepine), N#CCl (cyanogen chloride). The reagents and catalysts are [Cl-].C(C1=CC=CC=C1)[N+](CC)(CC)CC (benzyltriethylammonium chloride). The solvent is C1(=CC=CC=C1)C (toluene). Reaction conditions: time 5 hour. Yields the product C(#N)N1C2=C(C=CC3=C1C=CC=C3)C=CC=C2 (5-cyano-5H-dibenz[b,f]azepine). RXN SMILES: [N:1]#[C:2]Cl.[CH:4]1[C:14]2[CH:13]=[CH:12][C:11]3[CH:15]=[CH:16][CH:17]=[CH:18][C:10]=3[NH:9][C:8]=2[CH:7]=[CH:6][CH:5]=1>[Cl-].C([N+](CC)(CC)CC)C1C=CC=CC=1.C1(C)C=CC=CC=1>[C:2]([N:9]1[C:10]2[CH:18]=[CH:17][CH:16]=[CH:15][C:11]=2[CH:12]=[CH:13][C:14]2[CH:4]=[CH:5][CH:6]=[CH:7][C:8]1=2)#[N:1] |f:2.3|. Procedure: 6 g of cyanogen chloride are introduced within 1 hour into a solution, heated to 80°, of 9.64 g of 5H-dibenz[b,f]azepine and 1 g of benzyltriethylammonium chloride in 40 ml of toluene. The reaction mixture is stirred for a further 5 hours at 80°; it is then cooled to room temperature and washed with 40 ml of 2 N sodium hydroxide solution; the organic phase is separated, and is then evaporated to dryness in vacuo to obtain 5-cyano-5H-dibenz[b,f]azepine, which is identical to the product obtainabl... The reactants are CC(=O)CC(C)C, Cc1nc2ccccn2c(=O)c1CCCl, Fc1ccc2c(C3CCNCC3)noc2c1, [I-], [K+], [Na+], [Na+], O=C([O-])[O-], O. The product is Cc1nc2ccccn2c(=O)c1CCN1CCC(c2noc3cc(F)ccc23)CC1. As a reaction SMILES: [CH3:41][CH:42]([CH3:43])[CH2:44][C:45](=[O:46])[CH3:47].[Cl:1][CH2:2][CH2:3][c:4]1[c:5]([CH3:15])[n:6][c:7]2[n:8]([c:9]1=[O:10])[cH:11][cH:12][cH:13][cH:14]2.[F:16][c:17]1[cH:18][c:19]2[c:20]([c:21]([CH:24]3[CH2:25][CH2:26][NH:27][CH2:28][CH2:29]3)[n:22][o:23]2)[cH:30][cH:31]1.[I-:39].[K+:38].[Na+:32].[Na+:33].[O-:34][C:35](=[O:36])[O-:37].[OH2:40]>>[CH2:2]([CH2:3][c:4]1[c:5]([CH3:15])[n:6][c:7]2[n:8]([c:9]1=[O:10])[cH:11][cH:12][cH:13][cH:14]2)[N:27]1[CH2:26][CH2:25][CH:24]([c:21]2[c:20]3[c:19]([cH:18][c:17]([F:16])[cH:31][cH:30]3)[o:23][n:22]2)[CH2:29][CH2:28]1. Reactants: CCOC(=O)COc1cccc2c1ccc(=O)n2CCN1CCC(N(Cc2ccc3c(c2)OCCO3)C(=O)OC(C)(C)C)CC1, ClC(Cl)Cl, O=C(O)C(F)(F)F. Product: CCOC(=O)COc1cccc2c1ccc(=O)n2CCN1CCC(NCc2ccc3c(c2)OCCO3)CC1. As a reaction SMILES: [C:1]([O:2][C:3](=[O:4])[N:8]([CH:9]1[CH2:10][CH2:11][N:12]([CH2:15][CH2:16][n:17]2[c:18](=[O:34])[cH:19][cH:20][c:21]3[c:22]([O:27][CH2:28][C:29](=[O:30])[O:31][CH2:32][CH3:33])[cH:23][cH:24][cH:25][c:26]23)[CH2:13][CH2:14]1)[CH2:35][c:36]1[cH:37][c:38]2[c:39]([cH:44][cH:45]1)[O:40][CH2:41][CH2:42][O:43]2)([CH3:5])([CH3:6])[CH3:7].[CH:53]([Cl:54])([Cl:55])[Cl:56].[OH:46][C:47]([C:48]([F:49])([F:50])[F:51])=[O:52]>>[NH:8]([CH:9]1[CH2:10][CH2:11][N:12]([CH2:15][CH2:16][n:17]2[c:18](=[O:34])[cH:19][cH:20][c:21]3[c:22]([O:27][CH2:28][C:29](=[O:30])[O:31][CH2:32][CH3:33])[cH:23][cH:24][cH:25][c:26]23)[CH2:13][CH2:14]1)[CH2:35][c:36]1[cH:37][c:38]2[c:39]([cH:44][cH:45]1)[O:40][CH2:41][CH2:42][O:43]2. Starting materials: BrC=1C=C(C(NC1)=O)OC(=O)OC(C)(C)C (5-bromo-3-(t-butoxycarbonyloxy)-2(1H)-pyridinone), BrCC1=C(C=CC=C1F)F (α-bromo-2,6-difluorotoluene). Run in C1(=CC=CC=C1)C (toluene). Product: BrC=1C=C(C(=NC1)OCC1=C(C=CC=C1F)F)OC(=O)OC(C)(C)C (5-bromo-3-(t-butoxycarbonyloxy)-2-(2,6-difluorobenzyloxy)-pyridine). Reaction SMILES: [Br:1][C:2]1[CH:3]=[C:4]([O:9][C:10]([O:12][C:13]([CH3:16])([CH3:15])[CH3:14])=[O:11])[C:5](=[O:8])[NH:6][CH:7]=1.Br[CH2:18][C:19]1[C:24]([F:25])=[CH:23][CH:22]=[CH:21][C:20]=1[F:26]>C1(C)C=CC=CC=1>[Br:1][C:2]1[CH:3]=[C:4]([O:9][C:10]([O:12][C:13]([CH3:16])([CH3:15])[CH3:14])=[O:11])[C:5]([O:8][CH2:18][C:19]2[C:24]([F:25])=[CH:23][CH:22]=[CH:21][C:20]=2[F:26])=[N:6][CH:7]=1. Procedure: To a solution of 5-bromo-3-hydroxy-2(1H)-pyridinone (U.S. Pat. No. 3,471,506, 10.0 g, 52.6 mmol) in dioxane (30 mL) and H2O (15 mL) was added NaOH (2.1 g, 52.5 mol) dissolved in H2O (12.5 mL). To this mixture is added di-t-butyl-dicarbonate (12.5 g, 57.5 mmol), and the mixture is stirred at room temperature for 6 hours. At this time, the mixture is filtered, and the solid is washed with H2O (50 mL), and is dissolved in CH2Cl2 (100 mL). This organic solution is washed with brine, dried over MgSO4... Reactants: C[S-].[Na+] (sodium thiomethoxide), ClC1=C(C(=O)OC)C=CC(=C1)C(F)(F)F (methyl 2-chloro-4-trifluoromethylbenzoate). Solvent: CN1C(CCC1)=O (N-methylpyrrolidinone). Reaction conditions: time 3 hour. Product: CSC1=C(C(=O)OC)C=CC(=C1)C(F)(F)F (methyl 2-methylthio-4-trifluoromethylbenzoate). Isolated yield 94.5%. Reaction SMILES: [CH3:1][S-:2].[Na+].Cl[C:5]1[CH:14]=[C:13]([C:15]([F:18])([F:17])[F:16])[CH:12]=[CH:11][C:6]=1[C:7]([O:9][CH3:10])=[O:8]>CN1CCCC1=O>[CH3:1][S:2][C:5]1[CH:14]=[C:13]([C:15]([F:18])([F:17])[F:16])[CH:12]=[CH:11][C:6]=1[C:7]([O:9][CH3:10])=[O:8] |f:0.1|. Procedure: Dry sodium thiomethoxide (0.385 g, 0.0055M) was added to a solution of methyl 2-chloro-4-trifluoromethylbenzoate (1.19 g, 0.005M) in anhydrous N-methylpyrrolidinone (10 ml) at 5° C. After 3 hours the mixture was acidified, extracted (ether), washed (water) and evaporated to give methyl 2-methylthio-4-trifluoromethylbenzoate (1.18 g, 94% yield), 1H NMR 2.44(s,3H), 3.89(s,3H), 7.33(1H), 7.41(1H), 8.02(1H).